This data is from the Open Reaction Database (ORD), a public repository of structured organic reaction records. The task is: describe an organic reaction: reactants, conditions, products, and yield The reactants are BrC1=CC=C(C(=N1)C=O)OC (6-bromo-3-methoxypyridine-2-carbaldehyde), [I-].COCCC[P+](C1=CC=CC=C1)(C1=CC=CC=C1)C1=CC=CC=C1 ((3-methoxypropyl)triphenyl-phosphonium iodide), 24a. Product: BrC1=CC=C(C(=N1)C=CCCOC)OC (6-Bromo-3-methoxy-2-(4-methoxybut-1-enyl)pyridine). As a reaction SMILES: [Br:1][C:2]1[N:7]=[C:6]([CH:8]=O)[C:5]([O:10][CH3:11])=[CH:4][CH:3]=1.[I-].[CH3:13][O:14][CH2:15][CH2:16][CH2:17][P+](C1C=CC=CC=1)(C1C=CC=CC=1)C1C=CC=CC=1>>[Br:1][C:2]1[N:7]=[C:6]([CH:8]=[CH:17][CH2:16][CH2:15][O:14][CH3:13])[C:5]([O:10][CH3:11])=[CH:4][CH:3]=1 |f:1.2|. Procedure: 1.5 mmol of 6-bromo-3-methoxypyridine-2-carbaldehyde and (3-methoxypropyl)triphenyl-phosphonium iodide [133622-76-1] are reacted in analogy to building block 24a. The title compound is identified by means of the Rf. The reactants are NCCC(O)C=1OC(=CC1)\C=C\C1CCCCC1 ((E)-3-amino-1-(5-(2-cyclohexylvinyl)furan-2-yl)propan-1-ol), FC(C(=O)OCC)(F)F (ethyl trifluoroacetate). Solvent: C(Cl)Cl (CH2Cl2). Conditions: time 30 minute. The product is C1(CCCCC1)/C=C/C1=CC=C(O1)C(CCNC(C(F)(F)F)=O)O ((E)-N-(3-(5-(2-cyclohexylvinyl)furan-2-yl)-3-hydroxypropyl)-2,2,2-trifluoroacetamide). As a reaction SMILES: [NH2:1][CH2:2][CH2:3][CH:4]([C:6]1[O:7][C:8](/[CH:11]=[CH:12]/[CH:13]2[CH2:18][CH2:17][CH2:16][CH2:15][CH2:14]2)=[CH:9][CH:10]=1)[OH:5].[F:19][C:20]([F:27])([F:26])[C:21](OCC)=[O:22]>C(Cl)Cl>[CH:13]1(/[CH:12]=[CH:11]/[C:8]2[O:7][C:6]([CH:4]([OH:5])[CH2:3][CH2:2][NH:1][C:21](=[O:22])[C:20]([F:27])([F:26])[F:19])=[CH:10][CH:9]=2)[CH2:18][CH2:17][CH2:16][CH2:15][CH2:14]1. Procedure details: (E)-3-amino-1-(5-(2-cyclohexylvinyl)furan-2-yl)propan-1-ol (0.25 g, 1.0 mmol) was dissolved in CH2Cl2 (5 mL) and ethyl trifluoroacetate (0.5 mL) was added. The reaction mixture was stirred at room temperature for 30 min and concentrated under reduced pressure. Purification by flash chromatography (10%-50% EtOAc—hexanes gradient) gave (E)-N-(3-(5-(2-cyclohexylvinyl)furan-2-yl)-3-hydroxypropyl)-2,2,2-trifluoroacetamide as a colorless oil. Yield (0.26 g, 75%). (E)-N-(3-(5-(2-Cyclohexylvinyl)furan-2... Starting materials: C(C1CO1)OCCCCCCCC (1-octyl glycidyl ether), CC(CC1=CC=C(C=C1)OC)(C)N (1,1-dimethyl-2-(4-methoxyphenyl)ethylamine). The product is OC(CNC(CC1=CC=C(C=C1)OC)(C)C)COCCCCCCCC (N-(2-Hydroxy-3-octanoxypropyl)-1,1-dimethyl-2-(4-methoxyphenyl)ethylamine). The yield is 28.7%. Reaction SMILES: [CH2:1]([O:5][CH2:6][CH2:7][CH2:8][CH2:9][CH2:10][CH2:11][CH2:12][CH3:13])[CH:2]1[O:4][CH2:3]1.[CH3:14][C:15]([NH2:26])([CH3:25])[CH2:16][C:17]1[CH:22]=[CH:21][C:20]([O:23][CH3:24])=[CH:19][CH:18]=1>>[OH:4][CH:2]([CH2:1][O:5][CH2:6][CH2:7][CH2:8][CH2:9][CH2:10][CH2:11][CH2:12][CH3:13])[CH2:3][NH:26][C:15]([CH3:25])([CH3:14])[CH2:16][C:17]1[CH:22]=[CH:21][C:20]([O:23][CH3:24])=[CH:19][CH:18]=1. Reported procedure: Using the method of Example 5, supra, 1-octyl glycidyl ether (187 mg, 1.0 mmol) and 1,1-dimethyl-2-(4-methoxyphenyl)ethylamine (197 mg, 1.1 mmol) were used to prepare 105 mg of the title compound as a clear, colorless oil: GC/EI-MS, m/z (rel. int.) 366 (M+1, 0.08), 350 (0.08), 244 (100), 222 (5.8), 163 (12), 121 (18): 1H-NMR (CDCl3) δ 7.08 (2H, d, J=8.6), 6.82 (2H, d, J=8.6), 3.79 (1H, m), 3.77 (3H, s), 3.45 (4H, m), 2.92 (1H, broad s), 2.79 (1H, dd, J=11.6 and 4.1), 2.65 (2H, m), 2.55 (2H, m), ... Starting materials: O=C1CCC(=O)N1Br, O=C(OOC(=O)c1ccccc1)c1ccccc1, ClCCCl, COC(=O)Cc1ccc(Cl)c(Cl)c1. Product: COC(=O)C(Br)c1ccc(Cl)c(Cl)c1. As a reaction SMILES: [Br:1][N:2]1[C:3](=[O:4])[CH2:5][CH2:6][C:7]1=[O:8].[C:22]([O:23][O:24][C:25](=[O:26])[c:27]1[cH:28][cH:29][cH:30][cH:31][cH:32]1)(=[O:33])[c:34]1[cH:35][cH:36][cH:37][cH:38][cH:39]1.[Cl:40][CH2:41][CH2:42][Cl:43].[Cl:9][c:10]1[cH:11][c:12]([CH2:17][C:18](=[O:19])[O:20][CH3:21])[cH:13][cH:14][c:15]1[Cl:16]>>[Br:1][CH:17]([c:12]1[cH:11][c:10]([Cl:9])[c:15]([Cl:16])[cH:14][cH:13]1)[C:18](=[O:19])[O:20][CH3:21]. Starting materials: CBr, CC(C)(C)c1nnc(S)n(N)c1=O. The product is CSc1nnc(C(C)(C)C)c(=O)n1N. As a reaction SMILES: [CH3:14][Br:15].[NH2:1][n:2]1[c:3]([SH:13])[n:4][n:5][c:6]([C:9]([CH3:10])([CH3:11])[CH3:12])[c:7]1=[O:8]>>[NH2:1][n:2]1[c:3]([S:13][CH3:14])[n:4][n:5][c:6]([C:9]([CH3:10])([CH3:11])[CH3:12])[c:7]1=[O:8].